Task: describe an organic reaction: reactants, conditions, products, and yield. Dataset: the Open Reaction Database (ORD), a public repository of structured organic reaction records Starting materials: C(C)OC=1C=CC=2N(C1)N=C(C2F)C2=C(C=C(OC[C@H](C)NC(OC(C)(C)C)=O)C=C2)F (tert-butyl {(1S)-2-[4-(6-ethoxy-3-fluoropyrazolo[1,5-a]pyridin-2-yl)-3-fluorophenoxy]-1-methylethyl}carbamate), Cl.C(C)(=O)OCC (hydrogen chloride ethyl acetate). Solvent: C(C)(=O)OCC (ethyl acetate). Conditions: time 6 hour. Yields the product C(C)OC=1C=CC=2N(C1)N=C(C2F)C2=C(C=C(OC[C@H](C)NC(C)=O)C=C2)F (N-{(1S)-2-[4-(6-ethoxy-3-fluoropyrazolo[1,5-a]pyridin-2-yl)-3-fluorophenoxy]-1-methylethyl}acetamide). RXN SMILES: [CH2:1]([O:3][C:4]1[CH:5]=[CH:6][C:7]2[N:8]([N:10]=[C:11]([C:14]3[CH:31]=[CH:30][C:17]([O:18][CH2:19][C@@H:20]([NH:22][C:23](=O)[O:24]C(C)(C)C)[CH3:21])=[CH:16][C:15]=3[F:32])[C:12]=2[F:13])[CH:9]=1)[CH3:2].Cl.[C:34](OCC)(=O)C>C(OCC)(=O)C>[CH2:1]([O:3][C:4]1[CH:5]=[CH:6][C:7]2[N:8]([N:10]=[C:11]([C:14]3[CH:31]=[CH:30][C:17]([O:18][CH2:19][C@@H:20]([NH:22][C:23](=[O:24])[CH3:34])[CH3:21])=[CH:16][C:15]=3[F:32])[C:12]=2[F:13])[CH:9]=1)[CH3:2] |f:1.2|. Reported procedure: A mixture of tert-butyl {(1S)-2-[4-(6-ethoxy-3-fluoropyrazolo[1,5-a]pyridin-2-yl)-3-fluorophenoxy]-1-methylethyl}carbamate (52 mg), 4 M hydrogen chloride/ethyl acetate (2 mL), and ethyl acetate (1 mL) was stirred at room temperature for 6 hr. The mixture was concentrated under reduced pressure. The residue was mixed with pyridine (1 mL) and acetic anhydride (1 mL). The mixture was stirred at room temperature overnight. 1 M hydrochloric acid was added, and the mixture was extracted with ethyl ace... The reactants are C(C1=CC=CC=C1)N1CC[C@@H]2CC3=C(C[C@H]12)C=CC=C3 (cis-1-benzyl-2,3,3a,4,9,9a-hexahydro-1H-benz[f]indole), resultant mixture. Reagents/catalysts: [OH-].[Pd+2].[OH-] (palladium hydroxide). Solvent: CO (methanol). Run at time 5 hour. The product is N1CC[C@@H]2CC3=C(C[C@H]12)C=CC=C3 (cis-2,3,3a,4,9,9a-Hexahydro-1H-benz[f]indole). Yield: 69.0%. Reaction SMILES: C([N:8]1[C@@H:16]2[C@@H:11]([CH2:12][C:13]3[CH:20]=[CH:19][CH:18]=[CH:17][C:14]=3[CH2:15]2)[CH2:10][CH2:9]1)C1C=CC=CC=1>CO.[OH-].[Pd+2].[OH-]>[NH:8]1[C@@H:16]2[C@@H:11]([CH2:12][C:13]3[CH:20]=[CH:19][CH:18]=[CH:17][C:14]=3[CH2:15]2)[CH2:10][CH2:9]1 |f:2.3.4|. Procedure details: A mixture of cis-1-benzyl-2,3,3a,4,9,9a-hexahydro-1H-benz[f]indole (1.20 g, 4.6 mmol) and palladium hydroxide (0.91 g, 8.6 mmol) in degassed methanol (90 ml) was hydrogenated at 50° C. and 50 psi pressure for 5 h. The resultant mixture was cooled and filtered through kieselguhr. The filtrate was evaporated in vacuo to give the title compound as a colourless oil (0.55 g, 70%). The reactants are C1(=CC=CC=C1)B(O)O (phenylboronic acid), COC(C1=CC(=CC=C1)CN(C(C#CC(C)C)=O)C1=C(C=CC=C1)I)=O (3-{[(2-iodo phenyl)-(4-methyl-pent-2-ynoyl)-amino]-methyl}-benzoic acid methyl ester). Yields the product COC(C1=CC(=CC=C1)CN1C(/C(/C2=CC=CC=C12)=C(\C(C)C)/C1=CC=CC=C1)=O)=O (3-{3-[2-Methyl-1-phenyl-prop-(E)-ylidene]-2-oxo-2,3-dihydro-indol-1-ylmethyl}-benzoic acid methyl ester). Reaction SMILES: [C:1]1(B(O)O)[CH:6]=[CH:5][CH:4]=[CH:3][CH:2]=1.[CH3:10][O:11][C:12](=[O:35])[C:13]1[CH:18]=[CH:17][CH:16]=[C:15]([CH2:19][N:20]([C:28]2[CH:33]=[CH:32][CH:31]=[CH:30][C:29]=2I)[C:21](=[O:27])[C:22]#[C:23][CH:24]([CH3:26])[CH3:25])[CH:14]=1>>[CH3:10][O:11][C:12](=[O:35])[C:13]1[CH:18]=[CH:17][CH:16]=[C:15]([CH2:19][N:20]2[C:28]3[C:33](=[CH:32][CH:31]=[CH:30][CH:29]=3)/[C:22](=[C:23](\[C:1]3[CH:6]=[CH:5][CH:4]=[CH:3][CH:2]=3)/[CH:24]([CH3:26])[CH3:25])/[C:21]2=[O:27])[CH:14]=1. Procedure: The title compound was prepared in analogy to Example 84 starting from phenylboronic acid (commercially available) and 3-{[(2-iodo phenyl)-(4-methyl-pent-2-ynoyl)-amino]-methyl}-benzoic acid methyl ester. 1H NMR (CDCl3, 300 MHz) δppm 8.04 (s, 1H), 7.94 (d, 1H), 7.48-7.53 (m, 3H), 7.39 (t, 1H), 7.15 (dd, 2H), 6.99 (t, 1H), 6.59-6.61 (d, 1H), 6.55 (t, 1H), 5.59 (d, 2H), 5.00-5.05 (m, 3H), 3.97 (s, 3H), 1.11 (s, 3H), 1.09 (s, 3H). Starting materials: CCOC(=O)c1cc(C(C)C)nn1-c1cccc(C#N)c1, [Li+], [OH-], O. Yields the product CC(C)c1cc(C(=O)O)n(-c2cccc(C#N)c2)n1. As a reaction SMILES: [C:1](#[N:2])[c:3]1[cH:4][c:5](-[n:9]2[n:10][c:11]([CH:19]([CH3:20])[CH3:21])[cH:12][c:13]2[C:14](=[O:15])[O:16][CH2:17][CH3:18])[cH:6][cH:7][cH:8]1.[Li+:24].[OH-:23].[OH2:22]>>[C:1](#[N:2])[c:3]1[cH:4][c:5](-[n:9]2[n:10][c:11]([CH:19]([CH3:20])[CH3:21])[cH:12][c:13]2[C:14](=[O:15])[OH:16])[cH:6][cH:7][cH:8]1. Reactants: COC=1C=C(C=CC1)O (3-methoxyphenol), OC=1C=NC=CC1 (3-hydroxypyridine), C(C1=CC=CC=C1)OC=1C=CC(=C(C(CBr)=O)C1)OC (5-benzyloxy-2-methoxyphenacyl bromide). Product: COC=1C=C(C=CC1)OCC(=O)C1=C(C=CC(=C1)OCC1=CC=CC=C1)OC (5-Benzyloxy-2-methoxyphenacyl 3-Methoxvphenyl Ether). RXN SMILES: [CH3:1][O:2][C:3]1[CH:4]=[C:5]([OH:9])[CH:6]=[CH:7][CH:8]=1.OC1C=NC=CC=1.[CH2:17]([O:24][C:25]1[CH:26]=[CH:27][C:28]([O:35][CH3:36])=[C:29]([CH:34]=1)[C:30](=[O:33])[CH2:31]Br)[C:18]1[CH:23]=[CH:22][CH:21]=[CH:20][CH:19]=1>>[CH3:1][O:2][C:3]1[CH:4]=[C:5]([O:9][CH2:31][C:30]([C:29]2[CH:34]=[C:25]([O:24][CH2:17][C:18]3[CH:23]=[CH:22][CH:21]=[CH:20][CH:19]=3)[CH:26]=[CH:27][C:28]=2[O:35][CH3:36])=[O:33])[CH:6]=[CH:7][CH:8]=1. Procedure details: By the method of Example 1, substituting a molar equivalent of 3-methoxyphenol for 3-hydroxypyridine, 5-benzyloxy-2-methoxyphenacyl bromide was converted to present title product; mp 76°-77° C.; IR (KBr) 1680 cm-1 ; MS 378 (M+); Anal. C 73.05, H 5.74, calcd. C 73.00, H 5.86. Reactants: CC(C)(C)OC(=O)C1=C(Cl)CSC2C(NC(=O)C(=NOCCF)c3nc(NC(c4ccccc4)(c4ccccc4)c4ccccc4)sc3Cl)C(=O)N12, Nc1nnc([S-])s1, [Na+], CN(C)C=O. Product: CC(C)(C)OC(=O)C1=C(Sc2nnc(N)s2)CSC2C(NC(=O)C(=NOCCF)c3nc(NC(c4ccccc4)(c4ccccc4)c4ccccc4)sc3Cl)C(=O)N12. As a reaction SMILES: [C:1]([CH3:2])([CH3:3])([CH3:4])[O:5][C:6](=[O:7])[C:8]1=[C:15]([Cl:16])[CH2:14][S:13][CH:12]2[N:9]1[C:10](=[O:52])[CH:11]2[NH:17][C:18]([C:19](=[N:20][O:21][CH2:22][CH2:23][F:24])[c:25]1[n:26][c:27]([NH:31][C:32]([c:33]2[cH:34][cH:35][cH:36][cH:37][cH:38]2)([c:39]2[cH:40][cH:41][cH:42][cH:43][cH:44]2)[c:45]2[cH:46][cH:47][cH:48][cH:49][cH:50]2)[s:28][c:29]1[Cl:30])=[O:51].[NH2:53][c:54]1[n:55][n:56][c:57]([S-:59])[s:58]1.[Na+:60].[O:61]=[CH:62][N:63]([CH3:64])[CH3:65]>>[C:1]([CH3:2])([CH3:3])([CH3:4])[O:5][C:6](=[O:7])[C:8]1=[C:15]([S:59][c:57]2[n:56][n:55][c:54]([NH2:53])[s:58]2)[CH2:14][S:13][CH:12]2[N:9]1[C:10](=[O:52])[CH:11]2[NH:17][C:18]([C:19](=[N:20][O:21][CH2:22][CH2:23][F:24])[c:25]1[n:26][c:27]([NH:31][C:32]([c:33]2[cH:34][cH:35][cH:36][cH:37][cH:38]2)([c:39]2[cH:40][cH:41][cH:42][cH:43][cH:44]2)[c:45]2[cH:46][cH:47][cH:48][cH:49][cH:50]2)[s:28][c:29]1[Cl:30])=[O:51].